Task: describe an organic reaction: reactants, conditions, products, and yield. Dataset: the Open Reaction Database (ORD), a public repository of structured organic reaction records Reactants: N(=[N+]=[N-])CC(=O)OCC (ethyl azidoacetate), C(#N)C(=O)OCC (ethyl cyanoformate). Yields the product C(C)OC(=O)C1=NN=NN1CC(=O)OCC (ethyl 5-(ethoxycarbonyl)-1-H-tetrazole-1-acetate). Isolated yield 97.5%. RXN SMILES: [N:1]([CH2:4][C:5]([O:7][CH2:8][CH3:9])=[O:6])=[N+:2]=[N-:3].[C:10]([C:12]([O:14][CH2:15][CH3:16])=[O:13])#[N:11]>>[CH2:8]([O:7][C:5]([C:4]1[N:11]([CH2:10][C:12]([O:14][CH2:15][CH3:16])=[O:13])[N:3]=[N:2][N:1]=1)=[O:6])[CH3:9]. Procedure details: A mixture of ethyl azidoacetate (13.1 grams, 98.5 percent pure, 0.1 mole) and ethyl cyanoformate (20.0 grams, distilled, 0.2 mole) was heated in an oil bath at 110°-111°C. for 24 hours. Removal of excess ethyl cyanoformate in vacuo gave 22.25 grams (98% of theoretical yield) of ethyl 5-(ethoxycarbonyl)-1-H-tetrazole-1-acetate which was shown to be 91% pure by nuclear magnetic resonance. Reactants: C(C)(=O)N(CCCCl)C1=C(C=C(C=C1)C=1OC2=C(C(C1)=O)C(=C(C=C2F)F)N)F (2-[4-[N-acetyl-N-(3-chloropropyl)amino]-3-fluorophenyl]-5-amino-6,8-difluoro-4H-1-benzopyran-4-one), [I-].[Na+] (sodium iodide). Run in C(C)C(=O)C (methyl ethyl ketone). Product: C(C)(=O)N(CCCI)C1=C(C=C(C=C1)C=1OC2=C(C(C1)=O)C(=C(C=C2F)F)N)F (2-[4-[N-acetyl-N-(3-iodopropyl)amino]-3-fluorophenyl]-5-amino-6,8-difluoro-4H-1-benzopyran-4-one). The yield is 93.2%. RXN SMILES: [C:1]([N:4]([C:9]1[CH:14]=[CH:13][C:12]([C:15]2[O:16][C:17]3[C:25]([F:26])=[CH:24][C:23]([F:27])=[C:22]([NH2:28])[C:18]=3[C:19](=[O:21])[CH:20]=2)=[CH:11][C:10]=1[F:29])[CH2:5][CH2:6][CH2:7]Cl)(=[O:3])[CH3:2].[I-:30].[Na+]>C(C(C)=O)C>[C:1]([N:4]([C:9]1[CH:14]=[CH:13][C:12]([C:15]2[O:16][C:17]3[C:25]([F:26])=[CH:24][C:23]([F:27])=[C:22]([NH2:28])[C:18]=3[C:19](=[O:21])[CH:20]=2)=[CH:11][C:10]=1[F:29])[CH2:5][CH2:6][CH2:7][I:30])(=[O:3])[CH3:2] |f:1.2|. Procedure details: 6.31 g (14.9 mmol) of 2-[4-[N-acetyl-N-(3-chloropropyl) amino]-3-fluorophenyl]-5-amino-6,8-difluoro-4H-1-benzopyran-4-one obtained in Example 50 was dissolved in 240 mL of methyl ethyl ketone, 6.09 g (149 mmol) of sodium iodide was added and the mixture was heated at reflux for 4 hours. The reaction solution was cooled to room temperature and filtered. The solvent was distilled off under reduced pressure and the residue was purified by silica gel column chromatography (chloroform-chloroform:meth... The reactants are OC1=CC=CC=2C(C3=C(OC(C4=C3C(=CC(=C4)C)OC)=O)C(C12)=O)=O (8-hydroxy-1-methoxy-3-methyl-7,12-dihydro-5H-benzo[d]naphtho[2,3-b]pyran-5,7,12-trione), C(C)(=O)OC(C)=O (acetic anhydride). Run in N1=CC=CC=C1 (pyridine). Conditions: time 8 hour. The product is C(C)(=O)OC1=CC=CC=2C(C3=C(OC(C4=C3C(=CC(=C4)C)OC)=O)C(C12)=O)=O (8-acetoxy-1-methoxy-3-methyl-7,12-dihydro-5H-benzo[d]naphtho[2,3-b]pyran-5,7,12-trione). Reaction SMILES: [OH:1][C:2]1[C:23]2[C:22](=[O:24])[C:9]3[O:10][C:11](=[O:21])[C:12]4[CH:17]=[C:16]([CH3:18])[CH:15]=[C:14]([O:19][CH3:20])[C:13]=4[C:8]=3[C:7](=[O:25])[C:6]=2[CH:5]=[CH:4][CH:3]=1.[C:26](OC(=O)C)(=[O:28])[CH3:27]>N1C=CC=CC=1>[C:26]([O:1][C:2]1[C:23]2[C:22](=[O:24])[C:9]3[O:10][C:11](=[O:21])[C:12]4[CH:17]=[C:16]([CH3:18])[CH:15]=[C:14]([O:19][CH3:20])[C:13]=4[C:8]=3[C:7](=[O:25])[C:6]=2[CH:5]=[CH:4][CH:3]=1)(=[O:28])[CH3:27]. Reported procedure: In pyridine (10 ml) was dissolved 8-hydroxy-1-methoxy-3-methyl-7,12-dihydro-5H-benzo[d]naphtho[2,3-b]pyran-5,7,12-trione (150 mg) as obtained in Example 15, followed by addition of acetic anhydride (5 ml). The mixture was allowed to stand overnight. The solvent was then distilled off under reduced pressure and the residue was extracted with chloroform. The solvent layer was washed with dilute HCl and water, and dried over sodium sulfate. The solvent was distilled off and the residue was crystall... Yields the product Cc1nc(N(C)C)cc(N)[n+]1[O-]. Reaction SMILES: [CH3:11][NH:12][CH3:13].[CH3:1][c:2]1[n:3][c:4]([Cl:10])[cH:5][c:6]([NH2:9])[n+:7]1[O-:8].[K+:15].[OH-:14]>>[CH3:1][c:2]1[n:3][c:4]([N:12]([CH3:11])[CH3:13])[cH:5][c:6]([NH2:9])[n+:7]1[O-:8]. Starting materials: CNC, Cc1nc(Cl)cc(N)[n+]1[O-], [K+], [OH-]. The reactants are COCOc1cc(F)c(C#N)cc1CO, ClCCl. Product: COCOc1cc(F)c(C#N)cc1C=O. As a reaction SMILES: [C:1](#[N:2])[c:3]1[c:4]([F:15])[cH:5][c:6]([O:11][CH2:12][O:13][CH3:14])[c:7]([CH2:8][OH:9])[cH:10]1.[Cl:16][CH2:17][Cl:18]>>[C:1](#[N:2])[c:3]1[c:4]([F:15])[cH:5][c:6]([O:11][CH2:12][O:13][CH3:14])[c:7]([CH:8]=[O:9])[cH:10]1. Starting materials: C(C(=O)Cl)(=O)Cl (oxalyl chloride), CS(=O)C (DMSO), C(C(C)(C)C)N1CCC(CC1)CO ((1-neopentylpiperidin-4-yl)methanol), TEA. The solvent is C(Cl)Cl (DCM), C(Cl)Cl (DCM). Run at temperature -78 celsius, time 30 minute. Yields the product C(C(C)(C)C)N1CCC(CC1)C=O (1-Neopentylpiperidine-4-carbaldehyde). The yield is 85.7%. Reaction SMILES: C(Cl)(=O)C(Cl)=O.CS(C)=O.[CH2:11]([N:16]1[CH2:21][CH2:20][CH:19]([CH2:22][OH:23])[CH2:18][CH2:17]1)[C:12]([CH3:15])([CH3:14])[CH3:13]>C(Cl)Cl>[CH2:11]([N:16]1[CH2:21][CH2:20][CH:19]([CH:22]=[O:23])[CH2:18][CH2:17]1)[C:12]([CH3:15])([CH3:14])[CH3:13]. Procedure details: To a solution of oxalyl chloride (490 μL, 5.6 mmol) in DCM (10 mL) at −78° C. was added DMSO (796 μL, 11.2 mmol) dropwise followed by the addition of a solution of 20b (943 mg, 5.6 mmol) in DCM (2 mL). The mixture was stirred at −78° C. for 30 min and TEA (3.6 mL, 25.5 mmol) was added. The reaction was stirred at −78° C. for 5 min, warmed to rt and stirred at rt for 30 min. The reaction was quenched with water and extracted with DCM. The organic layers were combined and washed with water, dried ... Starting materials: C(C)(=O)[O-].COC1=CC=C(C[P+](C2=CC=C(C=C2)C)(C2=CC=C(C=C2)C)C2=CC=C(C=C2)C)C=C1 (4-methoxybenzyl-tri-p-tolylphosphonium acetate), P(O)(O)(O)=O (phosphoric acid), P(O)(O)(O)=O (phosphoric acid), CO (methanol). Run in O (water). Yields the product P(=O)([O-])([O-])[O-].COC1=CC=C(C[P+](C2=CC=C(C=C2)C)(C2=CC=C(C=C2)C)C2=CC=C(C=C2)C)C=C1.COC1=CC=C(C[P+](C2=CC=C(C=C2)C)(C2=CC=C(C=C2)C)C2=CC=C(C=C2)C)C=C1.COC1=CC=C(C[P+](C2=CC=C(C=C2)C)(C2=CC=C(C=C2)C)C2=CC=C(C=C2)C)C=C1 (4-methoxybenzyl-tri-p-tolyl-phosphonium phosphate). As a reaction SMILES: C([O-])(=O)C.[CH3:5][O:6][C:7]1[CH:35]=[CH:34][C:10]([CH2:11][P+:12]([C:27]2[CH:32]=[CH:31][C:30]([CH3:33])=[CH:29][CH:28]=2)([C:20]2[CH:25]=[CH:24][C:23]([CH3:26])=[CH:22][CH:21]=2)[C:13]2[CH:18]=[CH:17][C:16]([CH3:19])=[CH:15][CH:14]=2)=[CH:9][CH:8]=1.CO.[P:38](=[O:42])([OH:41])([OH:40])[OH:39]>O>[P:38]([O-:42])([O-:41])([O-:40])=[O:39].[CH3:5][O:6][C:7]1[CH:8]=[CH:9][C:10]([CH2:11][P+:12]([C:20]2[CH:21]=[CH:22][C:23]([CH3:26])=[CH:24][CH:25]=2)([C:13]2[CH:18]=[CH:17][C:16]([CH3:19])=[CH:15][CH:14]=2)[C:27]2[CH:32]=[CH:31][C:30]([CH3:33])=[CH:29][CH:28]=2)=[CH:34][CH:35]=1.[CH3:5][O:6][C:7]1[CH:8]=[CH:9][C:10]([CH2:11][P+:12]([C:20]2[CH:21]=[CH:22][C:23]([CH3:26])=[CH:24][CH:25]=2)([C:13]2[CH:18]=[CH:17][C:16]([CH3:19])=[CH:15][CH:14]=2)[C:27]2[CH:32]=[CH:31][C:30]([CH3:33])=[CH:29][CH:28]=2)=[CH:34][CH:35]=1.[CH3:5][O:6][C:7]1[CH:8]=[CH:9][C:10]([CH2:11][P+:12]([C:20]2[CH:21]=[CH:22][C:23]([CH3:26])=[CH:24][CH:25]=2)([C:13]2[CH:18]=[CH:17][C:16]([CH3:19])=[CH:15][CH:14]=2)[C:27]2[CH:32]=[CH:31][C:30]([CH3:33])=[CH:29][CH:28]=2)=[CH:34][CH:35]=1 |f:0.1,5.6.7.8|. Procedure: Into a 2 oz. (59 mL) bottle is placed 1.38 gm of 4-methoxybenzyl-tri-p-tolylphosphonium acetate.acetic acid complex followed by the addition of 1.75 gms of methanol. To another 2 oz. (59 mL) bottle is added 2.2 gms of water and 3.4 gms of 85% phosphoric acid and the contents mixed completely. To the first 2 oz. bottle is placed 0.56 gm of the phosphoric acid solution and the contents mixed completely.